From a dataset of the Open Reaction Database (ORD), a public repository of structured organic reaction records. describe an organic reaction: reactants, conditions, products, and yield Reactants: C(C1=CC=CC=C1)OC1=CC=C(C=C1)C(O)C=1C(=NOC1C1=CC=C(C=C1)Br)C ((4-benzyloxy-phenyl)-[5-(4-bromo-phenyl)-3-methyl-isoxazol-4-yl]-methanol), C(C)OC(=O)C1(CC1)C1=CC=C(C=C1)B1OC(C(O1)(C)C)(C)C (1-[4-(4,4,5,5-tetramethyl-[1,3,2]dioxaborolan-2-yl)-phenyl]-cyclopropanecarboxylic acid ethyl ester). The product is C(C)OC(=O)C1(CC1)C1=CC=C(C=C1)C1=CC=C(C=C1)C1=C(C(=NO1)C)C(O)C1=CC=C(C=C1)OCC1=CC=CC=C1 (1-(4′-{4-[(4-Benzyloxy-phenyl)-hydroxy-methyl]-3-methyl-isoxazol-5-yl}-biphenyl-4-yl)-cyclopropanecarboxylic acid ethyl ester). RXN SMILES: [CH2:1]([O:8][C:9]1[CH:14]=[CH:13][C:12]([CH:15]([C:17]2[C:18]([CH3:29])=[N:19][O:20][C:21]=2[C:22]2[CH:27]=[CH:26][C:25](Br)=[CH:24][CH:23]=2)[OH:16])=[CH:11][CH:10]=1)[C:2]1[CH:7]=[CH:6][CH:5]=[CH:4][CH:3]=1.[CH2:30]([O:32][C:33]([C:35]1([C:38]2[CH:43]=[CH:42][C:41](B3OC(C)(C)C(C)(C)O3)=[CH:40][CH:39]=2)[CH2:37][CH2:36]1)=[O:34])[CH3:31]>>[CH2:30]([O:32][C:33]([C:35]1([C:38]2[CH:43]=[CH:42][C:41]([C:25]3[CH:26]=[CH:27][C:22]([C:21]4[O:20][N:19]=[C:18]([CH3:29])[C:17]=4[CH:15]([C:12]4[CH:13]=[CH:14][C:9]([O:8][CH2:1][C:2]5[CH:7]=[CH:6][CH:5]=[CH:4][CH:3]=5)=[CH:10][CH:11]=4)[OH:16])=[CH:23][CH:24]=3)=[CH:40][CH:39]=2)[CH2:36][CH2:37]1)=[O:34])[CH3:31]. Procedure: Prepared according to the procedure described in Example 42, Step 2, using (4-benzyloxy-phenyl)-[5-(4-bromo-phenyl)-3-methyl-isoxazol-4-yl]-methanol and 1-[4-(4,4,5,5-tetramethyl-[1,3,2]dioxaborolan-2-yl)-phenyl]-cyclopropanecarboxylic acid ethyl ester. Starting materials: BrCCCCN1C(SC(C1)(C)C)=O (3-(4-bromobutyl)-5,5-dimethyl-thiazolidinone), S1C(=NC2=C1C=CC=C2)N2CCNCC2 (1-(2-benzothiazolyl)piperazine), C(=O)([O-])[O-].[K+].[K+] (K2CO3), [Na+].[I-] (NaI), [Br-] (bromide). The solvent is C(C)#N (acetonitrile), CO.C(Cl)Cl (methanol methylene chloride), C(C)(=O)OCC (ethyl acetate). Conditions: temperature 65 celsius, time 19 hour. Yields the product S1C(=NC2=C1C=CC=C2)N2CCN(CC2)CCCCN2CSC(C2=O)(C)C (3-[4-[1-(2-Benzothiazolyl)-4-piperazinyl]butyl]-5,5-dimethyl-4-thiazolidinone). Yield: 77.9%. Reaction SMILES: Br[CH2:2][CH2:3][CH2:4][CH2:5][N:6]1[CH2:10][C:9]([CH3:12])([CH3:11])[S:8][C:7]1=O.[S:14]1[C:18]2[CH:19]=[CH:20][CH:21]=[CH:22][C:17]=2[N:16]=[C:15]1[N:23]1[CH2:28][CH2:27][NH:26][CH2:25][CH2:24]1.C([O-])([O-])=[O:30].[K+].[K+].[Na+].[I-].[Br-]>C(OCC)(=O)C.CO.C(Cl)Cl.C(#N)C>[S:14]1[C:18]2[CH:19]=[CH:20][CH:21]=[CH:22][C:17]=2[N:16]=[C:15]1[N:23]1[CH2:24][CH2:25][N:26]([CH2:2][CH2:3][CH2:4][CH2:5][N:6]2[C:10](=[O:30])[C:9]([CH3:12])([CH3:11])[S:8][CH2:7]2)[CH2:27][CH2:28]1 |f:2.3.4,5.6,9.10|. Procedure details: A mixture of 3-(4-bromobutyl)-5,5-dimethyl-thiazolidinone (3.42 g), 1-(2-benzothiazolyl)piperazine (3.10 g), K2CO3 (6.19 g), NaI (250 mg) and acetonitrile was heated at 65° C. (bath temperature) under nitrogen. After 19 hours, TLC analysis (5% methanol/methylene chloride) showed the absence of starting bromide and the presence of a major product, Rf =0.29. The reaction mixture was cooled to room temperature, ethyl acetate (100 ml) was added and the mixture filtered. The filtrate was concentrated... Reactants: ClC1=NC=C(C=2N(C=3C=C(C=CC3C21)C(F)(F)F)C)C#N (1-Chloro-5-methyl-7-(trifluoromethyl)-5H-pyrido[4,3-b]indole-4-carbonitrile), [NH4+].[OH-] (NH4OH). Run in CCO (EtOH), stainless steel. Reaction conditions: temperature 145 celsius. Yields the product NC1=NC=C(C=2N(C=3C=C(C=CC3C21)C(F)(F)F)C)C#N (1-Amino-5-methyl-7-(trifluoromethyl)-5H-pyrido[4,3-b]indole-4-carbonitrile). As a reaction SMILES: Cl[C:2]1[C:14]2[C:13]3[CH:12]=[CH:11][C:10]([C:15]([F:18])([F:17])[F:16])=[CH:9][C:8]=3[N:7]([CH3:19])[C:6]=2[C:5]([C:20]#[N:21])=[CH:4][N:3]=1.[NH4+:22].[OH-]>CCO>[NH2:22][C:2]1[C:14]2[C:13]3[CH:12]=[CH:11][C:10]([C:15]([F:18])([F:17])[F:16])=[CH:9][C:8]=3[N:7]([CH3:19])[C:6]=2[C:5]([C:20]#[N:21])=[CH:4][N:3]=1 |f:1.2|. Procedure details: The product of Step 2 was dissolved in a 2:3 (v/v) mixture of EtOH and conc. NH4OH (0.027 M) in a stainless steel Parr pressure vessel. The vessel was sealed and the reaction was heated for 16 h at 145° C. After cooling to 0° C., the mixture was concentrated to dryness under vacuum and the resulting solid was stirred with 1:10 EtOAc:hexanes containing 10% MeOH to give the title compound as an off-white solid. Starting materials: OC1=CC=C(C2=C(C=CC=C12)C)C(=O)N1CCCC1 ((4-hydroxy-8-methylnaphthalen-1-yl) (pyrrolidin-1-yl)methanone), O(S(=O)(=O)C(F)(F)F)S(=O)(=O)C(F)(F)F (Tf2O). The product is FC(S(=O)(=O)OC1=CC=C(C2=C(C=CC=C12)C)C(=O)N1CCCC1)(F)F (5-Methyl-4-(pyrrolidin-1-carbonyl)naphthalen-1-yl trifluoromethanesulfonate). As a reaction SMILES: [OH:1][C:2]1[C:11]2[C:6](=[C:7]([CH3:12])[CH:8]=[CH:9][CH:10]=2)[C:5]([C:13]([N:15]2[CH2:19][CH2:18][CH2:17][CH2:16]2)=[O:14])=[CH:4][CH:3]=1.[O:20](S(C(F)(F)F)(=O)=O)[S:21]([C:24]([F:27])([F:26])[F:25])(=O)=[O:22]>>[F:25][C:24]([F:27])([F:26])[S:21]([O:1][C:2]1[C:11]2[C:6](=[C:7]([CH3:12])[CH:8]=[CH:9][CH:10]=2)[C:5]([C:13]([N:15]2[CH2:19][CH2:18][CH2:17][CH2:16]2)=[O:14])=[CH:4][CH:3]=1)(=[O:22])=[O:20]. Procedure details: This compound was prepared by treating (4-hydroxy-8-methylnaphthalen-1-yl) (pyrrolidin-1-yl)methanone (above step-2 intermediate) with Tf2O by following the similar procedure as described in Step-8 of Intermediate-22. Reactants: O=C1c2ccccc2COc2cc(Br)ccc21, C1CCOC1, CN1CCC(Cl)CC1, [Mg]. The product is CN1CCC(C2(O)c3ccccc3COc3cc(Br)ccc32)CC1. As a reaction SMILES: [Br:10][c:11]1[cH:12][cH:13][c:14]2[c:15]([cH:26]1)[O:16][CH2:17][c:18]1[c:19]([cH:22][cH:23][cH:24][cH:25]1)[C:20]2=[O:21].[CH2:27]1[O:28][CH2:29][CH2:30][CH2:31]1.[Cl:2][CH:3]1[CH2:4][CH2:5][N:6]([CH3:9])[CH2:7][CH2:8]1.[Mg:1]>>[CH:3]1([C:20]2([OH:21])[c:14]3[cH:13][cH:12][c:11]([Br:10])[cH:26][c:15]3[O:16][CH2:17][c:18]3[c:19]2[cH:22][cH:23][cH:24][cH:25]3)[CH2:4][CH2:5][N:6]([CH3:9])[CH2:7][CH2:8]1.